Dataset: the Open Reaction Database (ORD), a public repository of structured organic reaction records. Task: describe an organic reaction: reactants, conditions, products, and yield Reactants: ClC1=C(S(=O)(=O)O)C=CC(=C1)N (2-chloro sulphanilic acid), ClC1=CC=NC2=CC(=CC=C12)Cl (4,7-dichloroquinoline), Cl (hydrochloric acid). Solvent: O (water). Product: ClC1=CC=C2C(=CC=NC2=C1)NC1=CC(=C(C=C1)S(=O)(=O)O)Cl (4-(7-chloro-4-quinolylamino)-2-chlorobenzenesulphonic acid). RXN SMILES: [Cl:1][C:2]1[CH:11]=[C:10]([NH2:12])[CH:9]=[CH:8][C:3]=1[S:4]([OH:7])(=[O:6])=[O:5].Cl[C:14]1[C:23]2[C:18](=[CH:19][C:20]([Cl:24])=[CH:21][CH:22]=2)[N:17]=[CH:16][CH:15]=1.Cl>O>[Cl:24][C:20]1[CH:19]=[C:18]2[C:23]([C:14]([NH:12][C:10]3[CH:9]=[CH:8][C:3]([S:4]([OH:7])(=[O:5])=[O:6])=[C:2]([Cl:1])[CH:11]=3)=[CH:15][CH:16]=[N:17]2)=[CH:22][CH:21]=1. Procedure: 9.9 Grams of 2-chloro sulphanilic acid and 9.4 grams of 4,7-dichloroquinoline were suspended in 200 milliliters of water and concentrated hydrochloric acid added until the solution was just acid. The mixture was refluxed for 4 hours when a solid began to precipitate. After cooling the solid was collected, washed with water and dried to give 15.8 grams of 4-(7-chloro-4-quinolylamino)-2-chlorobenzenesulphonic acid. Melting point 280°-285°C with decompostion. The reactants are CCCCC#CCCO, CCCCCC, [H][H]. Product: CCCCC=CCCO. RXN SMILES: [CH2:3]([CH2:4][C:5]#[C:6][CH2:7][CH2:8][CH2:9][CH3:10])[OH:11].[CH3:12][CH2:13][CH2:14][CH2:15][CH2:16][CH3:17].[H:1][H:2]>>[CH2:3]([CH2:4][CH:5]=[CH:6][CH2:7][CH2:8][CH2:9][CH3:10])[OH:11]. Starting materials: FC=1C=C(N)C=CC1 (3-fluoroaniline), NC=1C(=NC(=CN1)Br)C(=O)O (3-amino-6-bromopyrazine-2-carboxylic acid), C=1C=CC2=C(C1)N=NN2O (HOBT), CCN=C=NCCCN(C)C (EDCI). Solvent: CCN(CC)CC (Et3N), CN(C)C=O (DMF), O (water). Reaction conditions: time 6 hour. Product: NC=1C(=NC(=CN1)Br)C(=O)NC1=CC(=CC=C1)F (3-amino-6-bromo-N-(3-fluorophenyl)pyrazine-2-carboxamide). The yield is 70.2%. Reaction SMILES: [NH2:1][C:2]1[C:3]([C:9]([OH:11])=O)=[N:4][C:5]([Br:8])=[CH:6][N:7]=1.C1C=CC2N(O)N=NC=2C=1.CCN=C=NCCCN(C)C.[F:33][C:34]1[CH:35]=[C:36]([CH:38]=[CH:39][CH:40]=1)[NH2:37]>CN(C=O)C.O.CCN(CC)CC>[NH2:1][C:2]1[C:3]([C:9]([NH:37][C:36]2[CH:38]=[CH:39][CH:40]=[C:34]([F:33])[CH:35]=2)=[O:11])=[N:4][C:5]([Br:8])=[CH:6][N:7]=1. Procedure: 3-amino-6-bromopyrazine-2-carboxylic acid (500 mg, 2.29 mmol), HOBT (464 mg, 3.44 mmol) and EDCI (660 mg, 3.44 mmol) were dissolved in dry DMF (20 mL), and the resulting solution was stirred for 6 hours. Then 3-fluoroaniline (305 mg, 2.75 mmol) and Et3N (0.43 mL) was added to the mixture. After being stirred overnight, the mixture was diluted with water and extracted with EtOAc. The combined organic phases were washed with brine, dried over Na2SO4, filtered and evaporated. The crude product was ... The reactants are example 4 ( d ), C(C)(C)(C)OC(=O)N1CCN(CC1)C=1SC(=CN1)S(=O)(=O)CCCC (4-[5-(butane-1-sulfonyl)-thiazol-2-yl]-piperazine-1-carboxylic acid tert-butyl ester), Cl (hydrogen chloride). The product is Cl.C(CCC)S(=O)(=O)C1=CN=C(S1)N1CCNCC1 (1-[5-(Butane-1-sulfonyl)-thiazol-2-yl]-piperazine hydrochloride). Yield: 92.0%. As a reaction SMILES: C(OC([N:8]1[CH2:13][CH2:12][N:11]([C:14]2[S:15][C:16]([S:19]([CH2:22][CH2:23][CH2:24][CH3:25])(=[O:21])=[O:20])=[CH:17][N:18]=2)[CH2:10][CH2:9]1)=O)(C)(C)C.[ClH:26]>>[ClH:26].[CH2:22]([S:19]([C:16]1[S:15][C:14]([N:11]2[CH2:12][CH2:13][NH:8][CH2:9][CH2:10]2)=[N:18][CH:17]=1)(=[O:21])=[O:20])[CH2:23][CH2:24][CH3:25] |f:2.3|. Procedure details: Prepared in analogy to example 4 (d) from 4-[5-(butane-1-sulfonyl)-thiazol-2-yl]-piperazine-1-carboxylic acid tert-butyl ester and hydrogen chloride solution. The crude material was purified by recrystallisation from ether to afford the title compound as an off-white crystalline solid (yield 92%). MS (m/e): 290.0 (M+H+, 100%). The reactants are C1CCOC1, CCOC(=O)c1[se]c(C(C)(C)C)cc1N=NN(C)C, [NH4+], [OH-], O. Product: CN(C)N=Nc1cc(C(C)(C)C)[se]c1C(N)=O. As a reaction SMILES: [CH2:23]1[O:24][CH2:25][CH2:26][CH2:27]1.[CH3:3][N:4]([CH3:5])[N:6]=[N:7][c:8]1[c:9]([C:17]([O:19][CH2:18][CH3:20])=[O:21])[se:10][c:11]([C:13]([CH3:14])([CH3:15])[CH3:16])[cH:12]1.[NH4+:1].[OH-:2].[OH2:22]>>[NH2:1][C:17]([c:9]1[c:8]([N:7]=[N:6][N:4]([CH3:3])[CH3:5])[cH:12][c:11]([C:13]([CH3:14])([CH3:15])[CH3:16])[se:10]1)=[O:19]. Reactants: C(C)(=O)Cl (Acetyl chloride), ClC1=C(OC=2C=CC(=C(C(=O)OCC(CO)(C)C)C2)[N+](=O)[O-])C=CC(=C1)C(F)(F)F (3-hydroxy-2,2-dimethyl-propyl 5-(2-chloro-4-trifluoromethylphenoxy)-2-nitrobenzoate). Run in C1CCOC1 (THF). Product: ClC1=C(OC=2C=CC(=C(C(=O)OCC(COC(C)=O)(C)C)C2)[N+](=O)[O-])C=CC(=C1)C(F)(F)F (3-Acetoxy-2,2-dimethylpropyl 5-(2-chloro-4-trifluoromethylphenoxy)-2-nitrobenzoate). The yield is 765.6%. RXN SMILES: [C:1](Cl)(=[O:3])[CH3:2].[Cl:5][C:6]1[CH:30]=[C:29]([C:31]([F:34])([F:33])[F:32])[CH:28]=[CH:27][C:7]=1[O:8][C:9]1[CH:10]=[CH:11][C:12]([N+:24]([O-:26])=[O:25])=[C:13]([CH:23]=1)[C:14]([O:16][CH2:17][C:18]([CH3:22])([CH3:21])[CH2:19][OH:20])=[O:15]>C1COCC1>[Cl:5][C:6]1[CH:30]=[C:29]([C:31]([F:33])([F:32])[F:34])[CH:28]=[CH:27][C:7]=1[O:8][C:9]1[CH:10]=[CH:11][C:12]([N+:24]([O-:26])=[O:25])=[C:13]([CH:23]=1)[C:14]([O:16][CH2:17][C:18]([CH3:22])([CH3:21])[CH2:19][O:20][C:1](=[O:3])[CH3:2])=[O:15]. Procedure: Acetyl chloride (0.79 g, 0.01 mole) was added to a solution of 3-hydroxy-2,2-dimethyl-propyl 5-(2-chloro-4-trifluoromethylphenoxy)-2-nitrobenzoate (0.25 g, 0.00056 mole) and THF (10 ml). The solution was held at reflux for 3 hrs., cooled and concentrated. The residue was taken into 250 ml of ether, washed two times with water and dried over MgSO4. After the solvent was stripped off, 2.1 g of 3-Acetoxy-2,2-dimethylpropyl 5-(2-chloro-4-trifluoromethylphenoxy)-2-nitrobenzoate was obtained as a yell...